This data is from the Open Reaction Database (ORD), a public repository of structured organic reaction records. The task is: describe an organic reaction: reactants, conditions, products, and yield Reactants: CS(=O)(=O)O, CS(=O)(=O)OCCc1cc2cc(-c3ccc(C#N)cc3)ccc2o1, ClCCl, [N-]=[N+]=[N-], [Na+], CN(C)C=O. The product is N#Cc1ccc(-c2ccc3oc(CCN=[N+]=[N-])cc3c2)cc1. Reaction SMILES: [CH3:1][S:2](=[O:3])(=[O:4])[OH:5].[CH3:6][S:7]([O:8][CH2:11][CH2:12][c:13]1[o:14][c:15]2[c:16]([cH:17]1)[cH:18][c:19](-[c:22]1[cH:23][cH:24][c:25]([C:28]#[N:29])[cH:26][cH:27]1)[cH:20][cH:21]2)(=[O:9])=[O:10].[Cl:34][CH2:35][Cl:36].[N-:31]=[N+:32]=[N-:33].[Na+:30].[O:37]=[CH:38][N:39]([CH3:40])[CH3:41]>>[CH2:11]([CH2:12][c:13]1[o:14][c:15]2[c:16]([cH:17]1)[cH:18][c:19](-[c:22]1[cH:23][cH:24][c:25]([C:28]#[N:29])[cH:26][cH:27]1)[cH:20][cH:21]2)[N:31]=[N+:32]=[N-:33]. Reactants: CC(C)(C)[Si](C)(C)C#Cc1ncc(Br)cc1F, C1COCCO1, CO, OB(O)Oc1ccc(Cl)cc1, [Na+], [Na+], O=C([O-])[O-]. Product: CC(C)(C)[Si](C)(C)C#Cc1ncc(-c2ccc(Cl)cc2)cc1F. Reaction SMILES: [Br:9][c:10]1[cH:11][c:12]([F:25])[c:13]([C:16]#[C:17][Si:18]([CH3:19])([CH3:20])[C:21]([CH3:22])([CH3:23])[CH3:24])[n:14][cH:15]1.[CH2:37]1[O:38][CH2:39][CH2:40][O:41][CH2:42]1.[CH3:1][OH:2].[Cl:26][c:27]1[cH:28][cH:29][c:30]([O:33][B:34]([OH:35])[OH:36])[cH:31][cH:32]1.[Na+:3].[Na+:4].[O-:5][C:6](=[O:7])[O-:8]>>[c:10]1(-[c:30]2[cH:29][cH:28][c:27]([Cl:26])[cH:32][cH:31]2)[cH:11][c:12]([F:25])[c:13]([C:16]#[C:17][Si:18]([CH3:19])([CH3:20])[C:21]([CH3:22])([CH3:23])[CH3:24])[n:14][cH:15]1.